Dataset: the Open Reaction Database (ORD), a public repository of structured organic reaction records. Task: describe an organic reaction: reactants, conditions, products, and yield The reactants are CN(C)c1ccccc1, Cc1ccc(-c2ccncc2)cc1, [NH2-], [Na]. Yields the product Cc1ccc(-c2ccnc(N)c2)cc1. As a reaction SMILES: [CH3:16][N:17]([c:18]1[cH:19][cH:20][cH:21][cH:22][cH:23]1)[CH3:24].[CH3:1][c:2]1[cH:3][cH:4][c:5](-[c:8]2[cH:9][cH:10][n:11][cH:12][cH:13]2)[cH:6][cH:7]1.[NH2-:15].[Na:14]>>[CH3:1][c:2]1[cH:3][cH:4][c:5](-[c:8]2[cH:9][c:10]([NH2:15])[n:11][cH:12][cH:13]2)[cH:6][cH:7]1. The reactants are C1=C(C=CC2=CC=CC=C12)NS(=O)(=O)C=1C=C(C=CC1)C=CC(=O)O (3-[3-(Naphthalen-2-ylsulfamoyl)-phenyl]-acrylic acid), ClCCl (dichloromethane). Reagents/catalysts: CN(C=O)C (dimethylformamide). Reaction conditions: temperature 40 celsius, time 1 hour. Product: C1=C(C=CC2=CC=CC=C12)NS(=O)(=O)C=1C=C(C=CC1)C=CC(=O)Cl (3-[3-(Naphthalen-2-ylsulfamoyl)-phenyl]-acryloyl chloride). Isolated yield 99.1%. Reaction SMILES: [CH:1]1[C:10]2[C:5](=[CH:6][CH:7]=[CH:8][CH:9]=2)[CH:4]=[CH:3][C:2]=1[NH:11][S:12]([C:15]1[CH:16]=[C:17]([CH:21]=[CH:22][C:23]([OH:25])=O)[CH:18]=[CH:19][CH:20]=1)(=[O:14])=[O:13].[Cl:26]CCl>CN(C)C=O>[CH:1]1[C:10]2[C:5](=[CH:6][CH:7]=[CH:8][CH:9]=2)[CH:4]=[CH:3][C:2]=1[NH:11][S:12]([C:15]1[CH:16]=[C:17]([CH:21]=[CH:22][C:23]([Cl:26])=[O:25])[CH:18]=[CH:19][CH:20]=1)(=[O:14])=[O:13]. Reported procedure: To a suspension of 3-[3-(naphthalen-2-ylsulfamoyl)-phenyl]-acrylic acid (15e) (0.21 g, 0.57 mmol) in dichloromethane (2.5 ml) oxalyl chloride (0.15 ml, 1.71 mmol) and one drop of dimethylformamide were added. The reaction mixture was stirred at 40° C. for one hour and concentrated under reduced pressure to give crude title compound (0.21 g, 95%). Reaction conditions: temperature 80 celsius, time 5 hour. Starting materials: C(C1=CC=CC=C1)N1C(NC(=C(C1=O)C1=CC=CC=C1)Cl)=O (3-benzyl-6-chloro-5-phenylpyrimidine-2,4(1H,3H)-dione), C([O-])([O-])=O.[K+].[K+] (potassium carbonate), BrCCCCl (1-bromo-3-chloropropane). Run in CN(C=O)C (N,N-dimethylformamide). Procedure: To a suspension of 78.19 g (250 mmol) of 3-benzyl-6-chloro-5-phenylpyrimidine-2,4(1H,3H)-dione and 55.3 g (400 mmol) of potassium carbonate in 450 ml of N,N-dimethylformamide, 49.4 ml (500 mmol) of 1-bromo-3-chloropropane was added at room temperature. This mixture was stirred at 80° C. for 5 hours. After cooling, the reaction mixture was concentrated to dryness; the resulting residue was dissolved in chloroform-water. After the organic layer was washed with water and dried, the solvent was dist... The product is C(C1=CC=CC=C1)N1C(N(C(=C(C1=O)C1=CC=CC=C1)Cl)CCCCl)=O (3-benzyl-6-chloro-1-(3-chloropropyl)-5-phenylpyrimidine-2,4(1H,3H)-dione). RXN SMILES: [CH2:1]([N:8]1[C:13](=[O:14])[C:12]([C:15]2[CH:20]=[CH:19][CH:18]=[CH:17][CH:16]=2)=[C:11]([Cl:21])[NH:10][C:9]1=[O:22])[C:2]1[CH:7]=[CH:6][CH:5]=[CH:4][CH:3]=1.C(=O)([O-])[O-].[K+].[K+].Br[CH2:30][CH2:31][CH2:32][Cl:33]>CN(C)C=O>[CH2:1]([N:8]1[C:13](=[O:14])[C:12]([C:15]2[CH:20]=[CH:19][CH:18]=[CH:17][CH:16]=2)=[C:11]([Cl:21])[N:10]([CH2:30][CH2:31][CH2:32][Cl:33])[C:9]1=[O:22])[C:2]1[CH:7]=[CH:6][CH:5]=[CH:4][CH:3]=1 |f:1.2.3|. Starting materials: Cc1cccc2cccnc12, [Na+], O=C1CCC(=O)N1Br, [OH-], O=S(=O)(O)O. Yields the product Cc1ccc(Br)c2cccnc12. As a reaction SMILES: [CH3:9][c:10]1[cH:11][cH:12][cH:13][c:14]2[cH:15][cH:16][cH:17][n:18][c:19]12.[Na+:21].[O:1]=[C:2]1[N:3]([Br:8])[C:4](=[O:5])[CH2:6][CH2:7]1.[OH-:20].[S:22](=[O:23])(=[O:24])([OH:25])[OH:26]>>[Br:8][c:13]1[cH:12][cH:11][c:10]([CH3:9])[c:19]2[c:14]1[cH:15][cH:16][cH:17][n:18]2. The reactants are CCOC(C)=O, CC(C)CC(N)C(=O)OC1CCCC1, CCN(C(C)C)C(C)C, [I-], Nc1c(C(=O)c2ccc(F)cc2F)ccc(=O)n1-c1c(F)cc(OCCCCCCl)cc1F, [Na+], CN(C)C=O. The product is CC(C)CC(NCCCCCOc1cc(F)c(-n2c(N)c(C(=O)c3ccc(F)cc3F)ccc2=O)c(F)c1)C(=O)OC1CCCC1. Reaction SMILES: [CH3:64][CH2:65][O:66][C:67]([CH3:68])=[O:69].[CH:34]1([O:39][C:40]([CH:41]([NH2:42])[CH2:43][CH:44]([CH3:45])[CH3:46])=[O:47])[CH2:35][CH2:36][CH2:37][CH2:38]1.[CH:50]([N:51]([CH2:52][CH3:53])[CH:54]([CH3:55])[CH3:56])([CH3:57])[CH3:58].[I-:49].[NH2:1][c:2]1[c:3]([C:24]([c:25]2[c:26]([F:32])[cH:27][c:28]([F:31])[cH:29][cH:30]2)=[O:33])[cH:4][cH:5][c:6](=[O:23])[n:7]1-[c:8]1[c:9]([F:22])[cH:10][c:11]([O:15][CH2:16][CH2:17][CH2:18][CH2:19][CH2:20][Cl:21])[cH:12][c:13]1[F:14].[Na+:48].[O:59]=[CH:60][N:61]([CH3:62])[CH3:63]>>[NH2:1][c:2]1[c:3]([C:24]([c:25]2[c:26]([F:32])[cH:27][c:28]([F:31])[cH:29][cH:30]2)=[O:33])[cH:4][cH:5][c:6](=[O:23])[n:7]1-[c:8]1[c:9]([F:22])[cH:10][c:11]([O:15][CH2:16][CH2:17][CH2:18][CH2:19][CH2:20][NH:42][CH:41]([C:40]([O:39][CH:34]2[CH2:35][CH2:36][CH2:37][CH2:38]2)=[O:47])[CH2:43][CH:44]([CH3:45])[CH3:46])[cH:12][c:13]1[F:14].